From a dataset of the Open Reaction Database (ORD), a public repository of structured organic reaction records. describe an organic reaction: reactants, conditions, products, and yield Reactants: CO, c1cc(c(c(c1Br)[C@@H](C)Oc1c(ncc(c1)Br)N)Cl)F. The reagents and catalysts are c1ccc(cc1)-c2c3ccccc3cc4ccccc24 (9-Phenylanthracene), C(=O)(O)[O-].[Na+] (NaHCO3), c1(c2c3c(ccc2)cccc3)c(P(C(C)(C)C)C(C)(C)C)ccc2c1cccc2 (tBuBINAP), C(O[Pd]OC(C)=O)(C)=O (Pd(OAc)2). Run in CO (MeOH). Conditions: temperature 100 celsius, time 18 hour. The product is COC(=O)c1ccc(F)c(Cl)c1C(C)Oc2cc(Br)cnc2N. RXN SMILES: [CH3:1][CH:2]([c:12]1[c:18]([Cl:19])[c:16]([F:17])[cH:15][cH:14][c:13]1Br)[O:3][c:4]2[c:10]([NH2:11])[n:9][cH:8][c:6]([Br:7])[cH:5]2>>COC([c:13]1[c:12]([CH:2]([O:3][c:4]2[c:10]([NH2:11])[n:9][cH:8][c:6]([Br:7])[cH:5]2)[CH3:1])[c:18]([Cl:19])[c:16]([F:17])[cH:15][cH:14]1)=O. Reactants: C(CC)C1=NC2=C(N1CC1=CC=C(C=C1)C=1C(=CC=CC1)C(=O)OC)C=C(C=C2C)N2C(C=1C(C2=O)=CC=CC1)=O (methyl 4'-[(2-n-propyl-4-methyl-6-phthalimido-1H-benzimidazol-1-yl)methyl]-biphenyl-2-carboxylate), CN (methylamine). Yields the product C(CC)C1=NC2=C(N1CC1=CC=C(C=C1)C=1C(=CC=CC1)C(=O)OC)C=C(C=C2C)N (Methyl 4'-[(2-n-propyl-4-methyl-6-amino-1H-benzimidazol-1-yl) -methyl]-biphenyl-2-carboxylate). As a reaction SMILES: [CH2:1]([C:4]1[N:8]([CH2:9][C:10]2[CH:15]=[CH:14][C:13]([C:16]3[C:17]([C:22]([O:24][CH3:25])=[O:23])=[CH:18][CH:19]=[CH:20][CH:21]=3)=[CH:12][CH:11]=2)[C:7]2[CH:26]=[C:27]([N:31]3C(=O)C4=CC=CC=C4C3=O)[CH:28]=[C:29]([CH3:30])[C:6]=2[N:5]=1)[CH2:2][CH3:3].CN>>[CH2:1]([C:4]1[N:8]([CH2:9][C:10]2[CH:11]=[CH:12][C:13]([C:16]3[C:17]([C:22]([O:24][CH3:25])=[O:23])=[CH:18][CH:19]=[CH:20][CH:21]=3)=[CH:14][CH:15]=2)[C:7]2[CH:26]=[C:27]([NH2:31])[CH:28]=[C:29]([CH3:30])[C:6]=2[N:5]=1)[CH2:2][CH3:3]. Procedure: Prepared analogously to Example 1b from methyl 4'-[(2-n-propyl-4-methyl-6-phthalimido-1H-benzimidazol-1-yl)methyl]-biphenyl-2-carboxylate and methylamine.